This data is from the Open Reaction Database (ORD), a public repository of structured organic reaction records. The task is: describe an organic reaction: reactants, conditions, products, and yield The reactants are [Al+3], CN(C=O)C1C(O)CC2C3CCc4cc(O)ccc4C3CCC21C, [H-], [H-], [H-], [H-], [Li+], C1CCOC1. Yields the product CN(C)C1C(O)CC2C3CCc4cc(O)ccc4C3CCC21C. RXN SMILES: [Al+3:26].[CH:1](=[O:2])[N:3]([CH3:4])[CH:5]1[C:6]2([CH3:7])[CH:8]([CH2:9][CH:10]1[OH:11])[CH:12]1[CH2:13][CH2:14][c:15]3[cH:16][c:17]([OH:24])[cH:18][cH:19][c:20]3[CH:21]1[CH2:22][CH2:23]2.[H-:25].[H-:28].[H-:29].[H-:30].[Li+:27].[O:31]1[CH2:32][CH2:33][CH2:34][CH2:35]1>>[CH3:1][N:3]([CH3:4])[CH:5]1[C:6]2([CH3:7])[CH:8]([CH2:9][CH:10]1[OH:11])[CH:12]1[CH2:13][CH2:14][c:15]3[cH:16][c:17]([OH:24])[cH:18][cH:19][c:20]3[CH:21]1[CH2:22][CH2:23]2. Reactants: FC1=C(C(=O)C2=CC=CC=C2)C=CC=C1 (2-fluorobenzophenone), C(CN)N (ethylene diamine). Run in C(C)O (ethanol). Conditions: temperature 180 celsius. Yields the product C1(=CC=CC=C1)C1=NCCNC2=C1C=CC=C2 (5-phenyl-2,3-dihydro-1H-1,4-benzodiazepine). RXN SMILES: F[C:2]1[CH:15]=[CH:14][CH:13]=[CH:12][C:3]=1[C:4]([C:6]1[CH:11]=[CH:10][CH:9]=[CH:8][CH:7]=1)=O.[CH2:16]([NH2:19])[CH2:17][NH2:18]>C(O)C>[C:6]1([C:4]2[C:3]3[CH:12]=[CH:13][CH:14]=[CH:15][C:2]=3[NH:19][CH2:16][CH2:17][N:18]=2)[CH:7]=[CH:8][CH:9]=[CH:10][CH:11]=1. Procedure: A 5 mL microwave tube was charged with 2-fluorobenzophenone (0.40 g), ethylene diamine (0.40 g) and ethanol (4 mL). The mixture was heated in a microwave at 180° C. for 10 minutes. The contents were concentrated to an oil and dissolved in methylene chloride. The resulting solution was purified by silica gel chromatography. Any unreacted benzophenone was eluted with methylene chloride and then the desired product was eluted with 70% ethyl acetate in hexanes. Desired fractions were concentrated to... Reactants: C(C1=CC=CC=C1)(=O)Cl (benzoyl chloride), ClC1=CC=C(C=C1)C=1N(C(=CN1)C1=CC=NC=C1)COC (2-(4-chlorophenyl)-1 -methoxymethyl-5-(4-pyridyl)imidazole), C(CCC)[Li] (n-butyllithium), solution. The solvent is C1CCOC1 (THF), hexanes. Reaction conditions: temperature -20 celsius, time 90 minute. Product: C(C1=CC=CC=C1)(=O)C=1N=C(N(C1C1=CC=NC=C1)COC)C1=CC=C(C=C1)Cl (4-Benzoyl-2-(4-chlorophenyl)-1 -methoxymethyl-5-(4-pyridyl)imidazole). Isolated yield 26.7%. As a reaction SMILES: [Cl:1][C:2]1[CH:7]=[CH:6][C:5]([C:8]2[N:9]([CH2:19][O:20][CH3:21])[C:10]([C:13]3[CH:18]=[CH:17][N:16]=[CH:15][CH:14]=3)=[CH:11][N:12]=2)=[CH:4][CH:3]=1.C([Li])CCC.[C:27](Cl)(=[O:34])[C:28]1[CH:33]=[CH:32][CH:31]=[CH:30][CH:29]=1>C1COCC1>[C:27]([C:11]1[N:12]=[C:8]([C:5]2[CH:4]=[CH:3][C:2]([Cl:1])=[CH:7][CH:6]=2)[N:9]([CH2:19][O:20][CH3:21])[C:10]=1[C:13]1[CH:18]=[CH:17][N:16]=[CH:15][CH:14]=1)(=[O:34])[C:28]1[CH:33]=[CH:32][CH:31]=[CH:30][CH:29]=1. Procedure details: To a cooled solution of 2-(4-chlorophenyl)-1-methoxymethyl-5-(4-pyridyl)imidazole from Step B (40 mg, 0.13 mmol) in THF (0.5 mL) at -30° C. was added dropwise a solution of n-butyllithium in hexanes (93 μL of a 2.5 M solution, 0.23 mmol). The reaction was stirred at -30 to -10° C. for 90 min. After cooling to -30° C., benzoyl chloride (47 μL, 0.40 mmol) was added. The reaction was stirred overnight at room temperature. The reaction was quenched by the addition of saturated ammonium chloride solu... Reactants: C1CCOC1, CCCCCCCN(Cc1ccc(F)cc1F)C(=O)Cc1ccc(OCc2ccccc2C(=O)OC)cc1, [Li+], [OH-], O. The product is CCCCCCCN(Cc1ccc(F)cc1F)C(=O)Cc1ccc(OCc2ccccc2C(=O)O)cc1. RXN SMILES: [CH2:42]1[O:43][CH2:44][CH2:45][CH2:46]1.[F:3][c:4]1[c:5]([CH2:6][N:7]([C:8]([CH2:9][c:10]2[cH:11][cH:12][c:13]([O:14][CH2:15][c:16]3[c:17]([C:18](=[O:19])[O:20][CH3:21])[cH:22][cH:23][cH:24][cH:25]3)[cH:26][cH:27]2)=[O:28])[CH2:29][CH2:30][CH2:31][CH2:32][CH2:33][CH2:34][CH3:35])[cH:36][cH:37][c:38]([F:40])[cH:39]1.[Li+:1].[OH-:2].[OH2:41]>>[F:3][c:4]1[c:5]([CH2:6][N:7]([C:8]([CH2:9][c:10]2[cH:11][cH:12][c:13]([O:14][CH2:15][c:16]3[c:17]([C:18](=[O:19])[OH:20])[cH:22][cH:23][cH:24][cH:25]3)[cH:26][cH:27]2)=[O:28])[CH2:29][CH2:30][CH2:31][CH2:32][CH2:33][CH2:34][CH3:35])[cH:36][cH:37][c:38]([F:40])[cH:39]1. Starting materials: CI (MeI), [Li+].CC(C)[N-]C(C)C (LDA), solution, C(C)(C)(C)OC(=O)N1C(CCCC1)C(=O)O (1-(tert-butoxycarbonyl)-2-piperidinecarboxylic acid). The solvent is C1CCOC1.CCCCCCC (THF Heptane), C1CCOC1 (THF), C1CCOC1 (THF). Reaction conditions: time 20 minute. Yields the product C(C)(C)(C)OC(=O)N1C(CCCC1)(C(=O)O)C ((rac)-2-methyl-piperidine-1,2-dicarboxylic acid 1-tert-butyl ester). RXN SMILES: [Li+].[CH3:2]C([N-]C(C)C)C.[C:9]([O:13][C:14]([N:16]1[CH2:21][CH2:20][CH2:19][CH2:18][CH:17]1[C:22]([OH:24])=[O:23])=[O:15])([CH3:12])([CH3:11])[CH3:10].CI>C1COCC1.CCCCCCC.C1COCC1>[C:9]([O:13][C:14]([N:16]1[CH2:21][CH2:20][CH2:19][CH2:18][C:17]1([CH3:2])[C:22]([OH:24])=[O:23])=[O:15])([CH3:12])([CH3:10])[CH3:11] |f:0.1,4.5|. Procedure details: To a solution of LDA (9.6 mL of a 2M solution in THF/Heptane) in THF (15 mL) at 0° C. was added 1-(tert-butoxycarbonyl)-2-piperidinecarboxylic acid (2 g as a suspension in 4 mL of THF) dropwise via syringe over 10 minutes. The reaction mixture was stirred a further 20 minutes and then MeI (1.238 g) was added in one portion via syringe. The reaction mixture was allowed to warm to RT and stirred for 72 hours. The reaction was quenched with 2N aqueous HCl solution and diluted with EtOAc. The phases... The reactants are COC(C1=CN=CC(=C1)SC1=C(NC2=CC(=CC=C12)Cl)C)=O (5-(6-chloro-2-methyl-1H-indol-3-ylsulfanyl)-nicotinic acid methyl ester), BrC=1C=NN(C1)CC (4-bromo-1-ethyl-1H-pyrazole). The product is COC(C1=CN=CC(=C1)SC1=C(N(C2=CC(=CC=C12)Cl)C=1C=NN(C1)CC)C)=O (5-[6-Chloro-1-(1-ethyl-1H-pyrazol-4-yl)-2-methyl-1H-indol-3-ylsulfanyl]-nicotinic acid methyl ester). As a reaction SMILES: [CH3:1][O:2][C:3](=[O:22])[C:4]1[CH:9]=[C:8]([S:10][C:11]2[C:19]3[C:14](=[CH:15][C:16]([Cl:20])=[CH:17][CH:18]=3)[NH:13][C:12]=2[CH3:21])[CH:7]=[N:6][CH:5]=1.Br[C:24]1[CH:25]=[N:26][N:27]([CH2:29][CH3:30])[CH:28]=1>>[CH3:1][O:2][C:3](=[O:22])[C:4]1[CH:9]=[C:8]([S:10][C:11]2[C:19]3[C:14](=[CH:15][C:16]([Cl:20])=[CH:17][CH:18]=3)[N:13]([C:24]3[CH:25]=[N:26][N:27]([CH2:29][CH3:30])[CH:28]=3)[C:12]=2[CH3:21])[CH:7]=[N:6][CH:5]=1. Procedure details: Prepared according to the procedure described in Example 3, Step 1, using the following starting materials: 5-(6-chloro-2-methyl-1H-indol-3-ylsulfanyl)-nicotinic acid methyl ester and 4-bromo-1-ethyl-1H-pyrazole.